Dataset: the Open Reaction Database (ORD), a public repository of structured organic reaction records. Task: describe an organic reaction: reactants, conditions, products, and yield Starting materials: C(C)(C)(C)OC(=O)NCCCCNC1=C(C(=NC2=CC=CC=C12)Cl)[N+](=O)[O-] (4-[4-(tert-Butoxycarbonylamino)butylamino]-2-chloro-3-nitroquinoline). The reagents and catalysts are [C].[Pd] (palladium-carbon). Run in CO (methanol). Run at time 1 day. The product is Cl.NC=1C=NC2=CC=CC=C2C1NCCCCNC(=O)OC(C)(C)C (3-amino-4-[4-(tert-butoxycarbonylamino)butylamino]quinoline hydrochloride). Isolated yield 75.4%. RXN SMILES: [C:1]([O:5][C:6]([NH:8][CH2:9][CH2:10][CH2:11][CH2:12][NH:13][C:14]1[C:23]2[C:18](=[CH:19][CH:20]=[CH:21][CH:22]=2)[N:17]=[C:16]([Cl:24])[C:15]=1[N+:25]([O-])=O)=[O:7])([CH3:4])([CH3:3])[CH3:2]>CO.[C].[Pd]>[ClH:24].[NH2:25][C:15]1[CH:16]=[N:17][C:18]2[C:23]([C:14]=1[NH:13][CH2:12][CH2:11][CH2:10][CH2:9][NH:8][C:6]([O:5][C:1]([CH3:4])([CH3:3])[CH3:2])=[O:7])=[CH:22][CH:21]=[CH:20][CH:19]=2 |f:2.3,4.5|. Procedure details: 2.50 g (6.33 mmol) of 4-[4-(tert-Butoxycarbonylamino)butylamino]-2-chloro-3-nitroquinoline was dissolved in 65 ml of methanol and 1 g of 10% palladium-carbon was added thereto. The mixture was stirred for one day under hydrogen atomosphere. The reaction mixture was filtered, the filtrate was concentrated under reduced pressure, and the residue was purified by silica gel column chromatography (chloroform:methanol=10:1 (v/v)). Finally, the resulting product was triturated with diethyl ether and co...